From a dataset of the Open Reaction Database (ORD), a public repository of structured organic reaction records. describe an organic reaction: reactants, conditions, products, and yield Starting materials: CN(C)C(=O)c1nc(C(F)(F)F)n2c1CN(C(=O)CC(Cc1cc(F)c(F)cc1F)NC(=O)OC(C)(C)C)CC2, CCOC(C)=O, Cl. Yields the product Cl, CN(C)C(=O)c1nc(C(F)(F)F)n2c1CN(C(=O)CC(N)Cc1cc(F)c(F)cc1F)CC2. Reaction SMILES: [C:1]([O:2][C:3](=[O:4])[NH:7][CH:8]([CH2:9][C:10](=[O:11])[N:12]1[CH2:13][c:14]2[n:15]([c:18]([C:26]([F:27])([F:28])[F:29])[n:19][c:20]2[C:21]([N:22]([CH3:23])[CH3:24])=[O:25])[CH2:16][CH2:17]1)[CH2:30][c:31]1[c:32]([F:39])[cH:33][c:34]([F:38])[c:35]([F:37])[cH:36]1)([CH3:5])([CH3:6])[CH3:40].[CH3:42][CH2:43][O:44][C:45](=[O:46])[CH3:47].[ClH:41]>>[ClH:41].[NH2:7][CH:8]([CH2:9][C:10](=[O:11])[N:12]1[CH2:13][c:14]2[n:15]([c:18]([C:26]([F:27])([F:28])[F:29])[n:19][c:20]2[C:21]([N:22]([CH3:23])[CH3:24])=[O:25])[CH2:16][CH2:17]1)[CH2:30][c:31]1[c:32]([F:39])[cH:33][c:34]([F:38])[c:35]([F:37])[cH:36]1. Starting materials: CS(C)=O, ClCc1ccc(Cl)cc1Cl, [K+], [K+], O=C1NCCN1, O=C([O-])[O-], O. Product: O=C1NCCN1Cc1ccc(Cl)cc1Cl. As a reaction SMILES: [CH3:24][S:25]([CH3:26])=[O:27].[Cl:13][c:14]1[c:15]([CH2:16][Cl:17])[cH:18][cH:19][c:20]([Cl:22])[cH:21]1.[K+:7].[K+:8].[NH:1]1[C:2](=[O:6])[NH:3][CH2:4][CH2:5]1.[O-:9][C:10]([O-:11])=[O:12].[OH2:23]>>[N:1]1([CH2:16][c:15]2[c:14]([Cl:13])[cH:21][c:20]([Cl:22])[cH:19][cH:18]2)[C:2](=[O:6])[NH:3][CH2:4][CH2:5]1. Reactants: O=C([O-])O, CCCCc1cccc2c(S(=O)(=O)O)c(NC)ccc12, CCOC(C)=O, ClP(Cl)(Cl)(Cl)Cl, [Na+], O. Yields the product CCCCc1cccc2c(S(=O)(=O)Cl)c(NC)ccc12. RXN SMILES: [C:28](=[O:29])([O-:30])[OH:31].[CH2:1]([CH2:2][CH2:3][CH3:4])[c:5]1[c:6]2[cH:7][cH:8][c:9]([NH:19][CH3:20])[c:10]([S:15](=[O:16])(=[O:17])[OH:18])[c:11]2[cH:12][cH:13][cH:14]1.[CH3:33][CH2:34][O:35][C:36](=[O:37])[CH3:38].[Cl:21][P:22]([Cl:23])([Cl:24])([Cl:25])[Cl:26].[Na+:32].[OH2:27]>>[CH2:1]([CH2:2][CH2:3][CH3:4])[c:5]1[c:6]2[cH:7][cH:8][c:9]([NH:19][CH3:20])[c:10]([S:15](=[O:16])(=[O:17])[Cl:21])[c:11]2[cH:12][cH:13][cH:14]1. Reactants: S1C(=NC2=C1C=CC=C2)C=2C(=NC=C(C2)B2OC(C(O2)(C)C)(C)C)N (3-Benzothiazol-2-yl-5-(4,4,5,5-tetramethyl-[1,3,2]dioxaborolan-2-yl)-pyridin-2-ylamine), COC(=O)[C@@H]1N(C[C@H](C1)N1N=CC(=C1)I)C(=O)OCC1=CC=CC=C1 ((2R,4S)-4-(4-iodopyrazol-1-yl)-pyrrolidine-1,2-dicarboxylic acid 1-benzyl ester 2-methyl ester), [F-] (fluoride), O1CCOCC1 (dioxane). The reagents and catalysts are C=1C=CC(=CC1)[P](C=2C=CC=CC2)(C=3C=CC=CC3)[Pd]([P](C=4C=CC=CC4)(C=5C=CC=CC5)C=6C=CC=CC6)([P](C=7C=CC=CC7)(C=8C=CC=CC8)C=9C=CC=CC9)[P](C=1C=CC=CC1)(C=1C=CC=CC1)C=1C=CC=CC1 (Pd(PPh3)4). Run in O (water). Run at temperature 60 celsius. Yields the product NC1=C(C=C(C=N1)C=1C=NN(C1)[C@H]1C[C@@H](NC1)C(=O)O)C=1SC2=C(N1)C=CC=C2 ((2R,4S)-4-[4-(6-Amino-5-benzothiazol-2-ylpyridin-3-yl)-pyrazol-1-yl]-pyrrolidine-2-carboxylic acid). As a reaction SMILES: [S:1]1[C:5]2[CH:6]=[CH:7][CH:8]=[CH:9][C:4]=2[N:3]=[C:2]1[C:10]1[C:11]([NH2:25])=[N:12][CH:13]=[C:14](B2OC(C)(C)C(C)(C)O2)[CH:15]=1.C[O:27][C:28]([C@H:30]1[CH2:34][C@H:33]([N:35]2[CH:39]=[C:38](I)[CH:37]=[N:36]2)[CH2:32][N:31]1C(OCC1C=CC=CC=1)=O)=[O:29].[F-].O1CCOCC1>C1C=CC([P]([Pd]([P](C2C=CC=CC=2)(C2C=CC=CC=2)C2C=CC=CC=2)([P](C2C=CC=CC=2)(C2C=CC=CC=2)C2C=CC=CC=2)[P](C2C=CC=CC=2)(C2C=CC=CC=2)C2C=CC=CC=2)(C2C=CC=CC=2)C2C=CC=CC=2)=CC=1.O>[NH2:25][C:11]1[N:12]=[CH:13][C:14]([C:38]2[CH:37]=[N:36][N:35]([C@@H:33]3[CH2:32][NH:31][C@@H:30]([C:28]([OH:29])=[O:27])[CH2:34]3)[CH:39]=2)=[CH:15][C:10]=1[C:2]1[S:1][C:5]2[CH:6]=[CH:7][CH:8]=[CH:9][C:4]=2[N:3]=1 |^1:61,63,82,101|. Reported procedure: A mixture of 3-benzothiazol-2-yl-5-(4,4,5,5-tetramethyl-[1,3,2]dioxaborolan-2-yl)-pyridin-2-ylamine (BB8) (151 mg, 0.428 mmol), (2R,4S)-4-(4-iodopyrazol-1-yl)-pyrrolidine-1,2-dicarboxylic acid 1-benzyl ester 2-methyl ester (177 mg, 0.389 mmol), Pd(PPh3)4 (20 mg, 0.02 mmol), potass fluoride (67.8 mg, 1.17 mmol), and 4:1 dioxane:water (4 mL) was heated in the microwave reactor at 85° C. for 30 min. The solution was dry-loaded onto silica gel for column chromatography, eluting with 2→5% MeOH/DCM. T... Reactants: N1=CC(=CC=C1)CN1CC(C2=CC(=CC=C12)O)(C)C (1-(3-pyridylmethyl)-3,3-dimethylindolin-5-ol), CN(C1=CC=C(C=C1)N=C=O)C (4-dimethylaminophenylisocyanate), Example 2 ( 2 ). Product: CN(C1=CC=C(C=C1)NC(OC=1C=C2C(CN(C2=CC1)CC=1C=NC=CC1)(C)C)=O)C (1-(3-pyridylmethyl)-3,3-dimethylindolin-5-yl 4-dimethylaminophenylcarbamate), solid. Yield: 14.0%. Reaction SMILES: [N:1]1[CH:6]=[CH:5][CH:4]=[C:3]([CH2:7][N:8]2[C:16]3[C:11](=[CH:12][C:13]([OH:17])=[CH:14][CH:15]=3)[C:10]([CH3:19])([CH3:18])[CH2:9]2)[CH:2]=1.[CH3:20][N:21]([CH3:31])[C:22]1[CH:27]=[CH:26][C:25]([N:28]=[C:29]=[O:30])=[CH:24][CH:23]=1>>[CH3:20][N:21]([CH3:31])[C:22]1[CH:27]=[CH:26][C:25]([NH:28][C:29](=[O:30])[O:17][C:13]2[CH:12]=[C:11]3[C:16](=[CH:15][CH:14]=2)[N:8]([CH2:7][C:3]2[CH:2]=[N:1][CH:6]=[CH:5][CH:4]=2)[CH2:9][C:10]3([CH3:19])[CH3:18])=[CH:24][CH:23]=1. Procedure: The title compound was synthesized from 1-(3-pyridylmethyl)-3,3-dimethylindolin-5-ol (20.0 mg, 0.09 mmol) using the same procedure employed for Example 2 (2), but with 4-dimethylaminophenylisocyanate instead of 4-isopropylphenylisocyanate. The product was obtained as a white solid (4.7 mg, 14%) having the following characteristics. Starting materials: CCOC(=O)CBr, Oc1ccc(CCBr)c(Cl)c1, O=C([O-])[O-], CC(C)=O, [K+], [K+]. Yields the product CCOC(=O)COc1ccc(CCBr)c(Cl)c1. Reaction SMILES: [Br:18][CH2:19][C:20](=[O:21])[O:22][CH2:23][CH3:24].[Br:1][CH2:2][CH2:3][c:4]1[c:5]([Cl:11])[cH:6][c:7]([OH:10])[cH:8][cH:9]1.[C:12](=[O:13])([O-:14])[O-:15].[CH3:25][C:26](=[O:27])[CH3:28].[K+:16].[K+:17]>>[Br:1][CH2:2][CH2:3][c:4]1[c:5]([Cl:11])[cH:6][c:7]([O:10][CH2:19][C:20](=[O:21])[O:22][CH2:23][CH3:24])[cH:8][cH:9]1.